Dataset: the Open Reaction Database (ORD), a public repository of structured organic reaction records. Task: describe an organic reaction: reactants, conditions, products, and yield Reactants: OC(C(CC)NC(C(CC(N1CCCC1)=O)CS(=O)(=O)CC1=CC=CC=C1)=O)C=1OC(=NN1)C1=CC=NC=C1 (N-{1-[Hydroxy-(5-pyridin-4-yl-[1,3,4]oxadiazol-2-yl)-methyl]-propyl}-4-oxo-2-benzylsulfonylmethyl-4-pyrrolidin-1-yl-butyramide), CC(=O)OI1(C=2C=CC=CC2C(=O)O1)(OC(=O)C)OC(=O)C (Dess-Martin periodinane), [O-]S(=O)(=S)[O-].[Na+].[Na+].C(=O)(O)[O-].[Na+] (Na2S2O3 NaHCO3). Reaction conditions: time 1 hour. The product is O=C(CC(C(=O)NC(CC)C(=O)C=1OC(=NN1)C1=CC=NC=C1)CS(=O)(=O)CC1=CC=CC=C1)N1CCCC1 (4-Oxo-2-benzylsulfonylmethyl-N-[1-(5-pyridin-4-yl-[1,3,4]oxadiazole-2-carbonyl)-propyl]-4-pyrrolidin-1-yl-butyramide). As a reaction SMILES: [OH:1][CH:2]([C:29]1[O:30][C:31]([C:34]2[CH:39]=[CH:38][N:37]=[CH:36][CH:35]=2)=[N:32][N:33]=1)[CH:3]([NH:6][C:7](=[O:28])[CH:8]([CH2:17][S:18]([CH2:21][C:22]1[CH:27]=[CH:26][CH:25]=[CH:24][CH:23]=1)(=[O:20])=[O:19])[CH2:9][C:10](=[O:16])[N:11]1[CH2:15][CH2:14][CH2:13][CH2:12]1)[CH2:4][CH3:5].CC(OI1(OC(C)=O)(OC(C)=O)OC(=O)C2C=CC=CC1=2)=O.[O-]S([O-])(=S)=O.[Na+].[Na+].C([O-])(O)=O.[Na+]>>[O:16]=[C:10]([N:11]1[CH2:15][CH2:14][CH2:13][CH2:12]1)[CH2:9][CH:8]([CH2:17][S:18]([CH2:21][C:22]1[CH:27]=[CH:26][CH:25]=[CH:24][CH:23]=1)(=[O:20])=[O:19])[C:7]([NH:6][CH:3]([C:2]([C:29]1[O:30][C:31]([C:34]2[CH:39]=[CH:38][N:37]=[CH:36][CH:35]=2)=[N:32][N:33]=1)=[O:1])[CH2:4][CH3:5])=[O:28] |f:2.3.4.5.6|. Procedure: This amide was treated with Dess-Martin periodinane (222.7 mg, 0.45 mmol) at room temperature. After stirring for 1 hour, 5 mls of saturated Na2S2O3—NaHCO3 were added. After a further 0.5 hours, the reaction mixture was extracted with ethyl acetate, washed with brine, dried with MgSO4 and concentrated. The residue was purified with silica gel column chromatography to yield 102 mg of 4-Oxo-2-benzylsulfonylmethyl-N-[1-(5-pyridin-4-yl-[1,3,4]oxadiazole-2-carbonyl)-propyl]-4-pyrrolidin-1-yl-butyrami... Starting materials: BrC=1C=CC2=C(OCCC3=C2SC(=C3)C(=O)O)C1 (8-bromo-4,5-dihydrobenzo[b]thieno[2,3-d]oxepine-2-carboxylic acid), CCN=C=NCCCN(C)C (EDCI), C(=O)(OC(C)(C)C)NC(SC)=N (N-Boc-2-Methyl-isothiourea). The reagents and catalysts are CN(C)C=1C=CN=CC1 (DMAP). The solvent is C(Cl)Cl (DCM). Conditions: time 8 hour. The product is BrC=1C=CC2=C(OCCC3=C2SC(=C3)C(=O)N=C(NC(=O)OC(C)(C)C)SC)C1 (methyl N′-8-bromo-4,5-dihydrobenzo[b]thieno[2,3-d]oxepine-2-carbonyl-N-Boc-carbamimidothioate). Yield: 67.7%. RXN SMILES: [Br:1][C:2]1[CH:3]=[CH:4][C:5]2[C:11]3[S:12][C:13]([C:15]([OH:17])=O)=[CH:14][C:10]=3[CH2:9][CH2:8][O:7][C:6]=2[CH:18]=1.CCN=C=NCCCN(C)C.[C:30]([NH:37][C:38](=[NH:41])[S:39][CH3:40])([O:32][C:33]([CH3:36])([CH3:35])[CH3:34])=[O:31]>C(Cl)Cl.CN(C1C=CN=CC=1)C>[Br:1][C:2]1[CH:3]=[CH:4][C:5]2[C:11]3[S:12][C:13]([C:15]([N:41]=[C:38]([S:39][CH3:40])[NH:37][C:30]([O:32][C:33]([CH3:34])([CH3:35])[CH3:36])=[O:31])=[O:17])=[CH:14][C:10]=3[CH2:9][CH2:8][O:7][C:6]=2[CH:18]=1. Procedure details: A mixture 8-bromo-4,5-dihydrobenzo[b]thieno[2,3-d]oxepine-2-carboxylic acid (10.0 g, 30.3 mmol), EDCI (7.5 g, 36.4 mmol) in DCM (200 mL) was stirred at room temperature for 10 min, then DMAP (7.39 g, 60.6 mmol) was added by one portion. 10 minutes later, N-Boc-2-Methyl-isothiourea (6.9 g, 36.4 mmol) was added. The reaction mixture was stirred at room temperature overnight. After removal of the solvent, the residue was treated with methanol/water (20 mL, 1:1) to afford 10.2 g of methyl N′-8-bromo... The reactants are ClC1=C(C(OCCNC(C)=O)C2=CC=C(C=C2)F)C=CC=C1 (N-{-2-[0-chloro-α-(p-fluorophenyl)benzyloxy]ethyl}acetamide), Cl (hydrogen chloride), FC1=CC=C(C=C1)C(OCCNC(C)=O)C1=CC=C(C=C1)F (N-{2-[bis(p-fluorophenyl)methoxy]ethyl}acetamide), C(\C=C/C(=O)O)(=O)O (maleic acid). Product: C(\C=C/C(=O)O)(=O)O.C(C)N (ethylamine hydrogen maleate). Reaction SMILES: ClC1C=CC=CC=1C(C1C=CC(F)=CC=1)O[CH2:6][CH2:7][NH:8]C(=O)C.FC1C=CC(C(C2C=CC(F)=CC=2)OCCNC(=O)C)=CC=1.[C:45]([OH:52])(=[O:51])/[CH:46]=[CH:47]\[C:48]([OH:50])=[O:49].Cl>>[C:45]([OH:52])(=[O:51])/[CH:46]=[CH:47]\[C:48]([OH:50])=[O:49].[CH2:7]([NH2:8])[CH3:6] |f:4.5|. Procedure: Using the procedure described in Example IV but substituting an equivalent amount of N-{-2-[0-chloro-α-(p-fluorophenyl)benzyloxy]ethyl}acetamide for the N-{2-[bis(p-fluorophenyl)methoxy]ethyl}acetamide and maleic acid for the hydrogen chloride, there is obtained 2-[ 0 -chloro-α-(p-fluorophenyl)benzyloxy]ethylamine hydrogen maleate, which is crystallised from ethanol. Its melting point is 123°-123.5° C. Reactants: [H-].[Na+] (NaH), COC(CCCCCCCN1C(NC2=C1C=CC=C2)=O)=O (8-(2-oxo-benzimidazolin-1-yl)-caprylic acid methyl ester), FC(C=1C=C(CCl)C=CC1)(F)F (3-trifluoromethylbenzylchloride). Solvent: CN(C)C=O (DMF). Yields the product COC(CCCCCCCN1C(N(C2=C1C=CC=C2)CC2=CC(=CC=C2)C(F)(F)F)=O)=O (8-[2-Oxo-3-(3-trifluoromethylbenzyl)-benzimidazolin-1-yl]-caprylic acid methyl ester). RXN SMILES: [H-].[Na+].[CH3:3][O:4][C:5](=[O:23])[CH2:6][CH2:7][CH2:8][CH2:9][CH2:10][CH2:11][CH2:12][N:13]1[C:17]2[CH:18]=[CH:19][CH:20]=[CH:21][C:16]=2[NH:15][C:14]1=[O:22].[F:24][C:25]([F:35])([F:34])[C:26]1[CH:27]=[C:28]([CH:31]=[CH:32][CH:33]=1)[CH2:29]Cl>CN(C=O)C>[CH3:3][O:4][C:5](=[O:23])[CH2:6][CH2:7][CH2:8][CH2:9][CH2:10][CH2:11][CH2:12][N:13]1[C:17]2[CH:18]=[CH:19][CH:20]=[CH:21][C:16]=2[N:15]([CH2:29][C:28]2[CH:31]=[CH:32][CH:33]=[C:26]([C:25]([F:24])([F:34])[F:35])[CH:27]=2)[C:14]1=[O:22] |f:0.1|. Procedure details: The product is produced as described in example 1 from 0.72 g. of NaH (80% suspension in mineral oil), 7 g. of 8-(2-oxo-benzimidazolin-1-yl)-caprylic acid methyl ester, 100 cc. of DMF, 4.7 g. of 3-trifluoromethylbenzylchloride and 0.72 g. of NaJ. Eluant for chromatographic purification: hexane/ethylacetate. Starting materials: CCn1c(=O)n(-c2ccc(O)cc2)c2ncccc21, [Ca+2], [Cl-], [Cl-], Cn1c(Cl)nc2ncccc21, Cl, [H-], [Na+], CN(C)C=O. Product: CCn1c(=O)n(-c2ccc(Oc3nc4ncccc4n3C)cc2)c2ncccc21. Reaction SMILES: [CH2:14]([CH3:15])[n:16]1[c:17](=[O:32])[n:18](-[c:25]2[cH:26][cH:27][c:28]([OH:31])[cH:29][cH:30]2)[c:19]2[n:20][cH:21][cH:22][cH:23][c:24]12.[Ca+2:34].[Cl-:33].[Cl-:35].[Cl:3][c:4]1[n:5]([CH3:13])[c:6]2[c:7]([n:8][cH:9][cH:10][cH:11]2)[n:12]1.[ClH:36].[H-:1].[Na+:2].[O:37]=[CH:38][N:39]([CH3:40])[CH3:41]>>[c:4]1([O:31][c:28]2[cH:27][cH:26][c:25](-[n:18]3[c:17](=[O:32])[n:16]([CH2:14][CH3:15])[c:24]4[c:19]3[n:20][cH:21][cH:22][cH:23]4)[cH:30][cH:29]2)[n:5]([CH3:13])[c:6]2[c:7]([n:8][cH:9][cH:10][cH:11]2)[n:12]1. Reactants: BrC1=C(C=CC=C1)[N+](=O)[O-] (o-bromonitrobenzene), C(CC#C)O (3-butyne-1-ol). Reagents/catalysts: C1=CC=C(C=C1)P(C2=CC=CC=C2)C3=CC=CC=C3.C1=CC=C(C=C1)P(C2=CC=CC=C2)C3=CC=CC=C3.Cl[Pd]Cl (bis(triphenylphosphine)palladium(II)chloride), [Cu]I (copper(I)iodide). The solvent is C(C)N(CC)CC (triethylamine). Conditions: time 16 hour. Yields the product [N+](=O)([O-])C1=C(C=CC=C1)C#CCCO (4-(o-nitrophenyl)-3-butyne-1-ol). Yield: 78.5%. As a reaction SMILES: Br[C:2]1[CH:7]=[CH:6][CH:5]=[CH:4][C:3]=1[N+:8]([O-:10])=[O:9].[CH2:11]([OH:15])[CH2:12][C:13]#[CH:14]>C(N(CC)CC)C.C1C=CC(P(C2C=CC=CC=2)C2C=CC=CC=2)=CC=1.C1C=CC(P(C2C=CC=CC=2)C2C=CC=CC=2)=CC=1.Cl[Pd]Cl.[Cu]I>[N+:8]([C:3]1[CH:4]=[CH:5][CH:6]=[CH:7][C:2]=1[C:14]#[C:13][CH2:12][CH2:11][OH:15])([O-:10])=[O:9] |f:3.4.5|. Reported procedure: A solution of o-bromonitrobenzene (8.1 g, 0.04 mol) in 160 ml of triethylamine, under nitrogen, is treated sequentially with bis(triphenylphosphine)palladium(II)chloride (0.28 g, 0.4 mmol), 3-butyne-1-ol (2.81 g, 0.04 mol) and copper(I)iodide (0.15 g, 0.8 mmol), stirred for about 16 hours and filtered. The filtercake is washed with toluene. The filtrates are combined and concentrated in vacuo to give the title product as a dark oil, 6.0 g, 78.5% yield, identified by NMR and mass spectral analyse... Reactants: O=C([O-])[O-], CCOC(C)=O, CCOCC, N#Cc1cc2nc(C(=O)C(F)(F)F)[nH]c2cc1C(F)(F)F, [K+], [K+], CN(C)C=O, OCCCl. Yields the product N#Cc1cc2nc(C3(C(F)(F)F)OCCO3)[nH]c2cc1C(F)(F)F. As a reaction SMILES: [C:26](=[O:27])([O-:28])[O-:29].[CH3:37][CH2:38][O:39][C:40](=[O:41])[CH3:42].[CH3:43][CH2:44][O:45][CH2:46][CH3:47].[F:1][C:2]([C:3](=[O:4])[c:5]1[n:6][c:7]2[c:8]([nH:9]1)[cH:10][c:11]([C:16]([F:17])([F:18])[F:19])[c:12]([C:14]#[N:15])[cH:13]2)([F:20])[F:21].[K+:30].[K+:31].[O:32]=[CH:33][N:34]([CH3:35])[CH3:36].[OH:22][CH2:23][CH2:24][Cl:25]>>[F:1][C:2]([C:3]1([c:5]2[n:6][c:7]3[c:8]([nH:9]2)[cH:10][c:11]([C:16]([F:17])([F:18])[F:19])[c:12]([C:14]#[N:15])[cH:13]3)[O:4][CH2:24][CH2:23][O:22]1)([F:20])[F:21]. Run in COCCOCCOC (diglyme). The product is CC1=CC(=NC(=C1)C)NCCNC1=CC=C(C=C1)[N+](=O)[O-] (N-(4,6-dimethyl-pyridin-2-yl)-N′-(4-nitro-phenyl)-ethane-1,2-diamine). The reactants are CC1=CC(=NC(=C1)C)OS(=O)(=O)C(F)(F)F (trifluoro-methanesulfonic acid 4,6-dimethyl-pyridin-2-yl ester), [N+](=O)([O-])C1=CC=C(C=C1)NCCN (N*1*-(4-nitro-phenyl)-ethane-1,2-diamine), N1=CC=CC=C1 (pyridine). Conditions: temperature 165 celsius. RXN SMILES: [CH3:1][C:2]1[CH:7]=[C:6]([CH3:8])[N:5]=[C:4](OS(C(F)(F)F)(=O)=O)[CH:3]=1.N1C=CC=CC=1.[N+:23]([C:26]1[CH:31]=[CH:30][C:29]([NH:32][CH2:33][CH2:34][NH2:35])=[CH:28][CH:27]=1)([O-:25])=[O:24]>COCCOCCOC>[CH3:1][C:2]1[CH:7]=[C:6]([CH3:8])[N:5]=[C:4]([NH:35][CH2:34][CH2:33][NH:32][C:29]2[CH:28]=[CH:27][C:26]([N+:23]([O-:25])=[O:24])=[CH:31][CH:30]=2)[CH:3]=1. Procedure details: To a solution of trifluoro-methanesulfonic acid 4,6-dimethyl-pyridin-2-yl ester (prepared according to J. Org. Chem., 63, 10048-51, 1998), using pyridine as base. 0.6 g, 2.35 mmol) in diglyme (2 mL) was added N*1*-(4-nitro-phenyl)-ethane-1,2-diamine (0.51 g, 2.82 mmol). The reaction mixture was heated to 165° C. for 24 h. The resulting reaction mixture was concentrated under reduced pressure and the residue diluted with chloroform. The organic layer was washed with brine and water and dried over... Yield: 55.0%.